Dataset: the Open Reaction Database (ORD), a public repository of structured organic reaction records. Task: describe an organic reaction: reactants, conditions, products, and yield Reactants: BrC1=CC(=C(C=C1)C(=O)N1[C@@H](CCC1)CN1CCCC1)F ((4-bromo-2-fluoro-phenyl)-(2-(S)-pyrrolidin-1-ylmethyl-pyrrolidin-1-yl)-methanone), CS(=O)(=O)C=1C=C(C=CC1)B(O)O (3-Methylsulfonyl benzene boronic acid). The product is FC=1C=C(C=CC1C(=O)N1[C@@H](CCC1)CN1CCCC1)C1=CC(=CC=C1)S(=O)(=O)C ((3-Fluoro-3′-methanesulfonyl-biphenyl-4-yl)-(2-(S)-pyrrolidin-1-ylmethyl-pyrrolidin-1-yl)-methanone). Reaction SMILES: Br[C:2]1[CH:7]=[CH:6][C:5]([C:8]([N:10]2[CH2:14][CH2:13][CH2:12][C@H:11]2[CH2:15][N:16]2[CH2:20][CH2:19][CH2:18][CH2:17]2)=[O:9])=[C:4]([F:21])[CH:3]=1.[CH3:22][S:23]([C:26]1[CH:27]=[C:28](B(O)O)[CH:29]=[CH:30][CH:31]=1)(=[O:25])=[O:24]>>[F:21][C:4]1[CH:3]=[C:2]([C:30]2[CH:29]=[CH:28][CH:27]=[C:26]([S:23]([CH3:22])(=[O:25])=[O:24])[CH:31]=2)[CH:7]=[CH:6][C:5]=1[C:8]([N:10]1[CH2:14][CH2:13][CH2:12][C@H:11]1[CH2:15][N:16]1[CH2:20][CH2:19][CH2:18][CH2:17]1)=[O:9]. Reported procedure: The title compound is prepared in a manner substantially analogous to Procedure SS starting from (4-bromo-2-fluoro-phenyl)-(2-(S)-pyrrolidin-1-ylmethyl-pyrrolidin-1-yl)-methanone and 3-Methylsulfonyl benzene boronic acid. MS (M+H) 431.1 Yields the product CCc1nc2ccccc2n1-c1nc(N2CCOCC2)c2nc(OC3CN(C(=O)C(C)C)C3)[nH]c2n1. Reactants: CCc1nc2ccccc2n1-c1nc(N2CCOCC2)c2nc(OC3CN(C(=O)C(C)C)C3)n(C)c2n1, CS(C)=O, CC(C)(C)OC(=O)N1CC(Oc2nc3c(N4CCOCC4)nc(Cl)nc3n2C2CCCCO2)C1. Reaction SMILES: [CH2:35]([CH3:36])[c:37]1[n:38][c:39]2[c:40]([n:41]1-[c:42]1[n:43][c:44]([N:62]3[CH2:63][CH2:64][O:65][CH2:66][CH2:67]3)[c:45]3[n:46][c:47]([O:52][CH:53]4[CH2:54][N:55]([C:57]([CH:58]([CH3:59])[CH3:60])=[O:61])[CH2:56]4)[n:48]([CH3:51])[c:49]3[n:50]1)[cH:68][cH:69][cH:70][cH:71]2.[CH3:72][S:73]([CH3:74])=[O:75].[Cl:1][c:2]1[n:3][c:4]2[c:5]([n:6][c:7]([O:8][CH:9]3[CH2:10][N:11]([C:12]([O:13][C:14]([CH3:15])([CH3:16])[CH3:17])=[O:18])[CH2:19]3)[n:20]2[CH:21]2[CH2:22][CH2:23][CH2:24][CH2:25][O:26]2)[c:27]([N:28]2[CH2:29][CH2:30][O:31][CH2:32][CH2:33]2)[n:34]1>>[CH2:35]([CH3:36])[c:37]1[n:38][c:39]2[c:40]([n:41]1-[c:42]1[n:43][c:44]([N:62]3[CH2:63][CH2:64][O:65][CH2:66][CH2:67]3)[c:45]3[n:46][c:47]([O:52][CH:53]4[CH2:54][N:55]([C:57]([CH:58]([CH3:59])[CH3:60])=[O:61])[CH2:56]4)[nH:48][c:49]3[n:50]1)[cH:68][cH:69][cH:70][cH:71]2.